Dataset: the Open Reaction Database (ORD), a public repository of structured organic reaction records. Task: describe an organic reaction: reactants, conditions, products, and yield Starting materials: C1(=CC=C(C=C1)S(=O)(=O)[O-])C.C(C)SC=1SC2=C([N+]1CC)C=CC=C2 (2-ethylmercapto-3-ethylbenzothiazolium p-toluenesulfonate), C(=O)(OCC)CN1C(SCC1=O)=S (3-carboethoxymethylrhodanine), resultant mixture. Solvent: C(C)N(CC)CC (triethylamine). The product is C(=O)(OCC)CN1C(SC(C1=O)=S1CN(C2=C1C=CC=C2)CC)=S (3-carboethoxymethyl-5-(3-ethylbenzothiazolylidene)rhodanine). Reaction SMILES: C1(C)C=CC(S([O-])(=O)=O)=CC=1.C(S[C:15]1[S:16][C:17]2[CH:25]=[CH:24][CH:23]=[CH:22][C:18]=2[N+:19]=1[CH2:20][CH3:21])C.[C:26]([CH2:31][N:32]1[C:36](=[O:37])[CH2:35][S:34][C:33]1=[S:38])([O:28][CH2:29][CH3:30])=[O:27]>C(N(CC)CC)C>[C:26]([CH2:31][N:32]1[C:36](=[O:37])[C:35](=[S:16]2[C:17]3[CH:25]=[CH:24][CH:23]=[CH:22][C:18]=3[N:19]([CH2:20][CH3:21])[CH2:15]2)[S:34][C:33]1=[S:38])([O:28][CH2:29][CH3:30])=[O:27] |f:0.1|. Procedure details: To 30 ml of an ethanol solution of 13.0 g of the intermediate product obtained in Preparative Example 2, viz., 2-ethylmercapto-3-ethylbenzothiazolium p-toluenesulfonate, was added 4.4 g of 3-carboethoxymethylrhodanine, while stirring the mixture at room temperature (about 20° C.), 6.1 g of triethylamine was added dropwise to the solution over a 3 minute period, and thereafter the resultant mixture was refluxed for 10 minutes. After cooling the reaction mixture, precipitates formed were recovered... The reactants are ClCC1=CC=C(C=C1)OC1=CC=CC=C1 (1-chloromethyl-4-phenoxy-benzene), COC(COC1=C(C=C(C=C1)S)C)=O ((4-Mercapto-2-methyl-phenoxy)-acetic acid methyl ester), M-methylacetate. Product: CC1=C(OCC(=O)O)C=CC(=C1)SCC1=CC=C(C=C1)OC1=CC=CC=C1 (2-Methyl-4-(4-phenoxy-benzylsulfanyl)-phenoxyl-acetic acid). As a reaction SMILES: Cl[CH2:2][C:3]1[CH:8]=[CH:7][C:6]([O:9][C:10]2[CH:15]=[CH:14][CH:13]=[CH:12][CH:11]=2)=[CH:5][CH:4]=1.C[O:17][C:18](=[O:29])[CH2:19][O:20][C:21]1[CH:26]=[CH:25][C:24]([SH:27])=[CH:23][C:22]=1[CH3:28]>>[CH3:28][C:22]1[CH:23]=[C:24]([S:27][CH2:2][C:3]2[CH:8]=[CH:7][C:6]([O:9][C:10]3[CH:15]=[CH:14][CH:13]=[CH:12][CH:11]=3)=[CH:5][CH:4]=2)[CH:25]=[CH:26][C:21]=1[O:20][CH2:19][C:18]([OH:29])=[O:17]. Reported procedure: The title compound was prepared in the manner analogous to Example 1F with 1-chloromethyl-4-phenoxy-benzene and 2C. MS m/z 321 (M-methylacetate). The reactants are C(C)(C)(C)OC(=O)N1CC2(CC2C1)C1=CC=C(C=C1)Br (1-(4-bromo-phenyl)-3-aza-bicyclo[3.1.0]hexane-3-carboxylic acid tert-butyl ester), C(C)(C)(C)OC(=O)N1CC2(CC2C1)C1=CC=C(C=C1)Br (1-(4-bromo-phenyl)-3-aza-bicyclo[3.1.0]hexane-3-carboxylic acid tert-butyl ester), CC(C)([O-])C.[Na+] (sodium tert-butoxide), N1CCSCC1 (thiomorpholine). Reagents/catalysts: C=1C=CC(=CC1)/C=C/C(=O)/C=C/C2=CC=CC=C2.C=1C=CC(=CC1)/C=C/C(=O)/C=C/C2=CC=CC=C2.C=1C=CC(=CC1)/C=C/C(=O)/C=C/C2=CC=CC=C2.[Pd].[Pd] (Pd2(dba)3), C=1C=CC(=CC1)P(C=2C=CC=CC2)C3=CC=C4C=CC=CC4=C3C5=C6C=CC=CC6=CC=C5P(C=7C=CC=CC7)C=8C=CC=CC8 (BINAP). Run in C1(=CC=CC=C1)C (toluene). The product is C(C)(C)(C)OC(=O)N1CC2(CC2C1)C1=CC=C(C=C1)N1CCSCC1 (1-(4-thiomorpholin-4-yl-phenyl)-3-aza-bicyclo[3.1.0]hexane-3-carboxylic acid tert-butyl ester). The yield is 31.0%. As a reaction SMILES: [C:1]([O:5][C:6]([N:8]1[CH2:13][CH:12]2[C:10]([C:14]3[CH:19]=[CH:18][C:17](Br)=[CH:16][CH:15]=3)([CH2:11]2)[CH2:9]1)=[O:7])([CH3:4])([CH3:3])[CH3:2].CC(C)([O-])C.[Na+].[NH:27]1[CH2:32][CH2:31][S:30][CH2:29][CH2:28]1>C1(C)C=CC=CC=1.C1C=CC(/C=C/C(/C=C/C2C=CC=CC=2)=O)=CC=1.C1C=CC(/C=C/C(/C=C/C2C=CC=CC=2)=O)=CC=1.C1C=CC(/C=C/C(/C=C/C2C=CC=CC=2)=O)=CC=1.[Pd].[Pd].C1C=CC(P(C2C(C3C(P(C4C=CC=CC=4)C4C=CC=CC=4)=CC=C4C=3C=CC=C4)=C3C(C=CC=C3)=CC=2)C2C=CC=CC=2)=CC=1>[C:1]([O:5][C:6]([N:8]1[CH2:13][CH:12]2[C:10]([C:14]3[CH:19]=[CH:18][C:17]([N:27]4[CH2:32][CH2:31][S:30][CH2:29][CH2:28]4)=[CH:16][CH:15]=3)([CH2:11]2)[CH2:9]1)=[O:7])([CH3:4])([CH3:3])[CH3:2] |f:1.2,5.6.7.8.9|. Reported procedure: To a solution of 1-(4-bromo-phenyl)-3-aza-bicyclo[3.1.0]hexane-3-carboxylic acid tert-butyl ester (Intermediate I, 200 mg, 0.59 mmol) in anhydrous toluene (2 mL) were added Pd2(dba)3 (1.3 mg, 0.002 mmol), BINAP (2.8 mg, 0.004 mmol), sodium tert-butoxide (85 mg, 0.89 mmol) and thiomorpholine (0.07 mL, 0.65 mmol) at r.t. and reaction mixture was refluxed for 17 h. Reaction mixture was then concentrated and the crude product was purified by column chromatography (silica gel, 2:8 EtOAc:Pet. ether) t... Starting materials: 2,2-(4-o-Tolyloxy-benzoylamino)-benzoic acid, COC(C1=C(C=CC=C1)NC(C1=CC=C(C=C1)I)=O)=O (2-(4-iodo-benzoylamino)-benzoic acid methyl ester), C1(=CC=CC=C1O)C (o-cresol). Yields the product C1(=C(C=CC=C1)OC1=CC=C(C(=O)NC2=C(C(=O)O)C=CC=C2)C=C1)C (2-(4-o-Tolyloxy-benzoylamino)-benzoic acid). As a reaction SMILES: C[O:2][C:3](=[O:20])[C:4]1[CH:9]=[CH:8][CH:7]=[CH:6][C:5]=1[NH:10][C:11](=[O:19])[C:12]1[CH:17]=[CH:16][C:15](I)=[CH:14][CH:13]=1.[C:21]1([CH3:28])[C:26]([OH:27])=[CH:25][CH:24]=[CH:23][CH:22]=1>>[C:21]1([CH3:28])[CH:22]=[CH:23][CH:24]=[CH:25][C:26]=1[O:27][C:15]1[CH:16]=[CH:17][C:12]([C:11]([NH:10][C:5]2[CH:6]=[CH:7][CH:8]=[CH:9][C:4]=2[C:3]([OH:2])=[O:20])=[O:19])=[CH:13][CH:14]=1. Reported procedure: In analogy to example 2,2-(4-o-Tolyloxy-benzoylamino)-benzoic acid was prepared from 2-(4-iodo-benzoylamino)-benzoic acid methyl ester [75541-84-3] and o-cresol. MS (m/e): 346.1 (M−H−, 100%). Product: CN1C(=O)Cc2cccc(F)c21. The reactants are COS(=O)(=O)OC, O=C1Cc2cccc(F)c2N1, [Na+], [OH-], O. Reaction SMILES: [CH3:14][O:15][S:16]([O:17][CH3:18])(=[O:19])=[O:20].[F:1][c:2]1[cH:3][cH:4][cH:5][c:6]2[c:10]1[NH:9][C:8](=[O:11])[CH2:7]2.[Na+:13].[OH-:12].[OH2:21]>>[F:1][c:2]1[cH:3][cH:4][cH:5][c:6]2[c:10]1[N:9]([CH3:14])[C:8](=[O:11])[CH2:7]2.